Dataset: the Open Reaction Database (ORD), a public repository of structured organic reaction records. Task: describe an organic reaction: reactants, conditions, products, and yield Reactants: [Br-], CN(C)C=O, C[O-], [Na+], Cc1ncccc1O, C[N+](C)(C)c1ccccc1. Product: COc1cccnc1C. As a reaction SMILES: [Br-:12].[CH3:23][N:24]([CH3:25])[CH:26]=[O:27].[CH3:9][O-:10].[Na+:11].[OH:1][c:2]1[c:3]([CH3:8])[n:4][cH:5][cH:6][cH:7]1.[c:13]1([N+:14]([CH3:15])([CH3:16])[CH3:17])[cH:18][cH:19][cH:20][cH:21][cH:22]1>>[O:1]([c:2]1[c:3]([CH3:8])[n:4][cH:5][cH:6][cH:7]1)[CH3:9].